Dataset: the Open Reaction Database (ORD), a public repository of structured organic reaction records. Task: describe an organic reaction: reactants, conditions, products, and yield Starting materials: CN(C)C=O, CC(N1CCN(c2ccc(OCC(F)(F)C(F)F)cc2)C1=O)C1(c2ccc(F)cc2F)CO1, [H-], [Na+], O, c1nc[nH]n1. The product is CC(N1CCN(c2ccc(OCC(F)(F)C(F)F)cc2)C1=O)C(O)(Cn1cncn1)c1ccc(F)cc1F. Reaction SMILES: [CH3:8][N:9]([CH3:10])[CH:11]=[O:12].[F:13][c:14]1[c:15]([C:21]2([CH:22]([CH3:23])[N:24]3[C:25](=[O:43])[N:26]([c:29]4[cH:30][cH:31][c:32]([O:35][CH2:36][C:37]([CH:38]([F:39])[F:40])([F:41])[F:42])[cH:33][cH:34]4)[CH2:27][CH2:28]3)[CH2:44][O:45]2)[cH:16][cH:17][c:18]([F:20])[cH:19]1.[H-:6].[Na+:7].[OH2:46].[nH:1]1[n:2][cH:3][n:4][cH:5]1>>[n:1]1([CH2:44][C:21]([c:15]2[c:14]([F:13])[cH:19][c:18]([F:20])[cH:17][cH:16]2)([CH:22]([CH3:23])[N:24]2[C:25](=[O:43])[N:26]([c:29]3[cH:30][cH:31][c:32]([O:35][CH2:36][C:37]([CH:38]([F:39])[F:40])([F:41])[F:42])[cH:33][cH:34]3)[CH2:27][CH2:28]2)[OH:45])[n:2][cH:3][n:4][cH:5]1. As a reaction SMILES: C([O:4][CH:5]1[CH2:10][CH2:9][C@H:8]2[C@H:11]3[C@H:20]([CH2:21][CH2:22][C@:6]12[CH3:7])[C:19]1[CH:18]=[CH:17][C:16]([O:23][CH3:24])=[CH:15][C:14]=1[CH2:13][CH:12]3[CH2:25][CH2:26][CH3:27])(=O)C.C([O-])(=O)C.[Na+].[Cr](Cl)([O-])(=O)=O.[NH+]1C=CC=CC=1>C(Cl)Cl>[CH3:24][O:23][C:16]1[CH:17]=[CH:18][C:19]2[C@@H:20]3[C@H:11]([C@H:8]4[C@@:6]([CH2:22][CH2:21]3)([CH3:7])[C:5](=[O:4])[CH2:10][CH2:9]4)[C@H:12]([CH2:25][CH2:26][CH3:27])[CH2:13][C:14]=2[CH:15]=1 |f:1.2,3.4|. Procedure: To a solution of 10.4 g of 3-O-methyl, 7α-propylestradiol 4 in 50 ml of methylene chloride were subsequently added 15 g. of powdered sodium acetate, 30 g of silicagel and 32 g of pyridinium chlorochromate. After stirring for 1 hr the oxidation was complete. Excess reagent was destroyed by addition of 1 ml of isopropanol, followed by 150 ml of hexane 10 min. later. All the precipitates were filtered over Celite, and the filtrate was concentrated to dryness. This provided 9.6 g of essentially pure... Solvent: C(Cl)Cl (methylene chloride). Yields the product COC1=CC=2C[C@H]([C@H]3[C@@H]4CCC([C@@]4(C)CC[C@@H]3C2C=C1)=O)CCC ((7-alpha)-3-methoxy-7-propylestra-1,3,5(10)-trien-17-one). Reactants: C(C)(=O)OC1[C@]2(C)[C@@H](CC1)[C@@H]1C(CC=3C=C(C=CC3[C@H]1CC2)OC)CCC (3-methoxy-7-propylestra-1,3,5(10)-trien-17-ol acetate), C(C)(=O)[O-].[Na+] (sodium acetate), [Cr](=O)(=O)([O-])Cl.[NH+]1=CC=CC=C1 (pyridinium chlorochromate). Conditions: time 1 hour. Starting materials: S(=O)(Cl)Cl (thionyl chloride), C(=O)C1=CC=2C(CCC(C2C=C1)(C)C)(C)C (2-formyl-5,6,7,8-tetrahydro-5,5,8,8-tetramethylnaphthalene), OC(C1=CC=2C(CCC(C2C=C1)(C)C)(C)C)P(OCC)(OCC)=O (diethyl 1-hydroxy-1-(5,6,7,8-tetrahydro-5,5,8,8-tetramethylnaphth-2-yl)-methylphosphonate). The product is ClC(C1=CC=2C(CCC(C2C=C1)(C)C)(C)C)P(OCC)(OCC)=O (Diethyl 1-chloro-1-(5,6,7,8-tetrahydro-5,5,8,8-tetramethylnaphth-2-yl)-methylphosphonate), last-mentioned compound. The yield is 88.0%. Reaction SMILES: C(C1C=CC2C(C)(C)CCC(C)(C)C=2C=1)=O.O[CH:18]([P:33](=[O:40])([O:37][CH2:38][CH3:39])[O:34][CH2:35][CH3:36])[C:19]1[CH:28]=[CH:27][C:26]2[C:25]([CH3:30])([CH3:29])[CH2:24][CH2:23][C:22]([CH3:32])([CH3:31])[C:21]=2[CH:20]=1.S(Cl)([Cl:43])=O>>[Cl:43][CH:18]([P:33](=[O:40])([O:37][CH2:38][CH3:39])[O:34][CH2:35][CH3:36])[C:19]1[CH:28]=[CH:27][C:26]2[C:25]([CH3:30])([CH3:29])[CH2:24][CH2:23][C:22]([CH3:32])([CH3:31])[C:21]=2[CH:20]=1. Reported procedure: 216 g (1 mole) of 2-formyl-5,6,7,8-tetrahydro-5,5,8,8-tetramethylnaphthalene were converted to 251 g (71%) of diethyl 1-hydroxy-1-(5,6,7,8-tetrahydro-5,5,8,8-tetramethylnaphth-2-yl)-methylphosphonate of melting point 93°-95° C., and 188.4 g (88%) of the title compound were obtained from 203 g (0.57 mole) of the last-mentioned compound and 287 ml of thionyl chloride. Since the material decomposes during distillation, the working up procedure was modified as follows. The crude product obtained aft... Starting materials: C1=C(C=CC2=CC=CC=C12)[C@@H](C)N=CC1=CC=CC=C1 ((1R)-1-(2-naphthyl)-N-(phenylmethylene) ethanamine), C(#N)[BH3-].[Na+] (sodium cyanoborohydride), Cl (hydrochloric acid). The solvent is CCCCCCC (n-heptane), C(C)O (ethanol). Reaction conditions: temperature 47.5 celsius, time 5.5 hour. The product is C(C1=CC=CC=C1)N[C@H](C)C1=CC=CC2=CC=CC=C12 ((1R)—N-Benzyl-1-(1-Naphthyl)Ethanamine). Reaction SMILES: [CH:1]1[C:10]2[C:5](=[CH:6][CH:7]=[CH:8][CH:9]=2)[CH:4]=[CH:3][C:2]=1[C@H:11]([N:13]=[CH:14][C:15]1[CH:20]=[CH:19][CH:18]=[CH:17][CH:16]=1)[CH3:12].C([BH3-])#N.[Na+].Cl>C(O)C.CCCCCCC>[CH2:14]([NH:13][C@@H:11]([C:2]1[C:1]2[C:10](=[CH:9][CH:8]=[CH:7][CH:6]=2)[CH:5]=[CH:4][CH:3]=1)[CH3:12])[C:15]1[CH:16]=[CH:17][CH:18]=[CH:19][CH:20]=1 |f:1.2|. Procedure: To a stirred solution of (1R)-1-(2-naphthyl)-N-(phenylmethylene) ethanamine (4, 10 g, 0.038 mol) in ethanol (200 mL) was added sodium cyanoborohydride (3.63 g, 0.057 mol) at 25-30° C. The reaction mass was further stirred at 45-50° C. for 5-6 h. Upon completion of the reaction (by TLC), the reaction mass was cooled, quenched with water (100 mL), and extracted with n-heptane (100 mL). The organic layer was separated, washed with water (100 mL), and concentrated under reduced pressure to provide a... Starting materials: N=1C=CN2CCCC3=C(C12)C=C(C=C3)N (5,6-dihydro-4H-1,3a-diaza-benzo[e]azulen-9-ylamine), CNC(=O)C=1SC=C(C1NC1=NC(=NC=C1Cl)Cl)C (3-(2,5-dichloro-pyrimidin-4-ylamino)-4-methyl-thiophene-2-carboxylic acid methylamide), 3-[5-chloro-2-(5,6-dihydro-4H-1,3a-diaza-benzo[e]azulen-9-ylamino)-pyrimidin-4-ylamino]-4-methyl-thiophene-2-carboxylic acid methylamide. TFA salt. Yields the product CNC(=O)C=1SC=C(C1NC1=NC(=NC=C1Cl)NC=1C=CC2=C(C3=NC=CN3CCC2)C1)C (3-[5-Chloro-2-(5,6-dihydro-4H-1,3a-diaza-benzo[e]azulen-9-ylamino)-pyrimidin-4-ylamino]-4-methyl-thiophene-2-carboxylic acid methylamide). RXN SMILES: [N:1]1[CH:2]=[CH:3][N:4]2[C:10]=1[C:9]1[CH:11]=[C:12]([NH2:15])[CH:13]=[CH:14][C:8]=1[CH2:7][CH2:6][CH2:5]2.[CH3:16][NH:17][C:18]([C:20]1[S:21][CH:22]=[C:23]([CH3:34])[C:24]=1[NH:25][C:26]1[C:31]([Cl:32])=[CH:30][N:29]=[C:28](Cl)[N:27]=1)=[O:19]>>[CH3:16][NH:17][C:18]([C:20]1[S:21][CH:22]=[C:23]([CH3:34])[C:24]=1[NH:25][C:26]1[C:31]([Cl:32])=[CH:30][N:29]=[C:28]([NH:15][C:12]2[CH:13]=[CH:14][C:8]3[CH2:7][CH2:6][CH2:5][N:4]4[C:10](=[N:1][CH:2]=[CH:3]4)[C:9]=3[CH:11]=2)[N:27]=1)=[O:19]. Reported procedure: Following a procedure analogous to Example 1741e, 5,6-dihydro-4H-1,3a-diaza-benzo[e]azulen-9-ylamine and 3-(2,5-dichloro-pyrimidin-4-ylamino)-4-methyl-thiophene-2-carboxylic acid methylamide were converted to 3-[5-chloro-2-(5,6-dihydro-4H-1,3a-diaza-benzo[e]azulen-9-ylamino)-pyrimidin-4-ylamino]-4-methyl-thiophene-2-carboxylic acid methylamide. TFA salt: 1H NMR (300 MHz, CD3OD) δ 8.19 (s, 1H), 7.77 (d, 2H), 7.68 (d, 1H), 7.49 (dd, 1H), 7.34 (d, 1H), 7.09 (s, 1H), 4.22 (t, 2H), 2.81 (s, 3H), 2.73...